Dataset: the Open Reaction Database (ORD), a public repository of structured organic reaction records. Task: describe an organic reaction: reactants, conditions, products, and yield The reactants are [Na] (sodium), C(CCC)C=1N(C(=CN1)C=O)CC1=C(C=CC=C1)Cl (2-n-butyl-1-(2-chlorophenyl)methyl-1H-imidazol-5-carboxaldehyde), CCOC(=O)C(C)P(=O)(OCC)OCC (triethyl 2-phosphonopropionate). Run in C(C)O (Ethanol), C(C)O (ethanol), C(C)O (ethanol). Reaction conditions: time 2 hour. Product: C(CCC)C=1N(C(=CN1)/C=C(/C(=O)OCC)\C)CC1=C(C=CC=C1)Cl (ethyl (E)-3-[2-n-butyl-1-{(2-chlorophenyl)methyl}-1H-imidazol-5-yl]-2-methyl-2-propenoate). The yield is 58.9%. Reaction SMILES: [Na].[CH3:2][CH2:3][O:4][C:5]([CH:7](P(OCC)(OCC)=O)[CH3:8])=[O:6].[CH2:17]([C:21]1[N:22]([CH2:28][C:29]2[CH:34]=[CH:33][CH:32]=[CH:31][C:30]=2[Cl:35])[C:23]([CH:26]=O)=[CH:24][N:25]=1)[CH2:18][CH2:19][CH3:20]>C(O)C>[CH2:17]([C:21]1[N:22]([CH2:28][C:29]2[CH:34]=[CH:33][CH:32]=[CH:31][C:30]=2[Cl:35])[C:23](/[CH:26]=[C:7](\[CH3:8])/[C:5]([O:4][CH2:3][CH3:2])=[O:6])=[CH:24][N:25]=1)[CH2:18][CH2:19][CH3:20] |^1:0|. Reported procedure: Ethanol (5 mL) was treated with sodium metal (0.101 g, 0.0044 g-atom), then triethyl 2-phosphonopropionate (0.953 g, 0.004 mol) in ethanol (2 mL) was added. After 5 minutes a solution of 2-n-butyl-1-(2-chlorophenyl)methyl-1H-imidazol-5-carboxaldehyde (1.1 g, 0.004 mol) in ethanol (2 mL) was added to give an initial exotherm The reaction mixture was stirred at ambient temperature under argon for 2 hours, concentrated in vacuo and the residue partitioned between water and ethyl acetate. The extrac... The reactants are S(=S)(=O)([O-])[O-].[Na+].[Na+] (sodium thiosulfate), ClC1=C(C=CC=C1)C1=C(N=CO1)C(=O)OC (methyl 5-(2-chlorophenyl)-1,3-oxazole-4-carboxylate), II (Iodine), [Li+].C[Si](C)(C)[N-][Si](C)(C)C (LiHMDS). Run in C1CCOC1 (THF). Conditions: temperature -78 celsius, time 1 hour. The product is ClC1=C(C=CC=C1)C1=C(N=C(O1)I)C(=O)OC (methyl 5-(2-chlorophenyl)-2-iodo-1,3-oxazole-4-carboxylate). Yield: 86.9%. RXN SMILES: [Cl:1][C:2]1[CH:7]=[CH:6][CH:5]=[CH:4][C:3]=1[C:8]1[O:12][CH:11]=[N:10][C:9]=1[C:13]([O:15][CH3:16])=[O:14].[Li+].C[Si]([N-][Si](C)(C)C)(C)C.[I:27]I.S([O-])([O-])(=O)=S.[Na+].[Na+]>C1COCC1>[Cl:1][C:2]1[CH:7]=[CH:6][CH:5]=[CH:4][C:3]=1[C:8]1[O:12][C:11]([I:27])=[N:10][C:9]=1[C:13]([O:15][CH3:16])=[O:14] |f:1.2,4.5.6|. Procedure details: To a round bottom flask were added methyl 5-(2-chlorophenyl)-1,3-oxazole-4-carboxylate (2.25 g, 9.5 mmol) and THF (50 mL). The mixture was cooled to −78° C. LiHMDS (1M in hexane, 12.3 mL, 12.3 mmol) was added dropwise. The mixture was allowed to stir at −78° C. for 1 h. Iodine (3.60 g, 14.2 mmol) was added and the mixture was allowed to stir at −78° C. for 20 min. The mixture was allowed to warm to rt and stir overnight. The reaction mixture was poured into 10% sodium thiosulfate (100 mL) and wa... As a reaction SMILES: [BH4-:26].[CH2:31]1[O:32][CH2:33][CH2:34][CH2:35]1.[CH3:28][CH2:29][OH:30].[Na+:27].[OH:1][c:2]1[c:3]2[c:4]([c:5]3[c:6]([CH2:17][CH2:18][CH3:19])[cH:7][c:8](=[O:16])[o:9][c:10]3[c:11]1[C:12]([CH2:13][CH3:14])=[O:15])[O:20][C:21]([CH3:24])([CH3:25])[CH:22]=[CH:23]2>>[OH:1][c:2]1[c:3]2[c:4]([c:5]3[c:6]([CH2:17][CH2:18][CH3:19])[cH:7][c:8](=[O:16])[o:9][c:10]3[c:11]1[CH:12]([CH2:13][CH3:14])[OH:15])[O:20][C:21]([CH3:24])([CH3:25])[CH:22]=[CH:23]2. The product is CCCc1cc(=O)oc2c(C(O)CC)c(O)c3c(c12)OC(C)(C)C=C3. Reactants: [BH4-], C1CCOC1, CCO, [Na+], CCCc1cc(=O)oc2c(C(=O)CC)c(O)c3c(c12)OC(C)(C)C=C3. The reactants are N[C@@H]1[C@@H](CCCC1)NC1=NC=C(C(=N1)NC1=CC=C(C=C1)C1=CC=NO1)C(=O)N (2-((1R,2S)-2-aminocyclohexylamino)-4-(4-(isoxazol-5-yl)phenylamino)pyrimidine-5-carboxamide), N1N=CC=C1C=1C=C(N)C=CC1 (3-(1H-pyrazol-5-yl)aniline). Product: N1N=CC=C1C=1C=C(C=CC1)NC1=NC(=NC=C1C(=O)N)N[C@H]1[C@H](CCCC1)N (4-(3-(1H-pyrazol-5-yl)phenylamino)-2-((1R,2S)-2-aminocyclohexyl amino) pyrimidine-5-carboxamide). Reaction SMILES: [NH2:1][C@H:2]1[CH2:7][CH2:6][CH2:5][CH2:4][C@H:3]1[NH:8][C:9]1[N:14]=[C:13]([NH:15][C:16]2[CH:21]=[CH:20][C:19](C3ON=CC=3)=[CH:18][CH:17]=2)[C:12]([C:27]([NH2:29])=[O:28])=[CH:11][N:10]=1.[NH:30]1[C:34](C2C=C(C=CC=2)N)=[CH:33][CH:32]=[N:31]1>>[NH:30]1[C:34]([C:18]2[CH:17]=[C:16]([NH:15][C:13]3[C:12]([C:27]([NH2:29])=[O:28])=[CH:11][N:10]=[C:9]([NH:8][C@@H:3]4[CH2:4][CH2:5][CH2:6][CH2:7][C@@H:2]4[NH2:1])[N:14]=3)[CH:21]=[CH:20][CH:19]=2)=[CH:33][CH:32]=[N:31]1. Procedure: This compound was synthesised using the synthetic scheme described for the synthesis of compound 122, and using 3-(1H-pyrazol-5-yl)aniline in step 1. MS: 393.0 (M+H). Reactants: CO, Cc1ccccc1, COc1cccc(OC)c1-c1ccccc1P(C1CCCCC1)C1CCCCC1, COC(=O)c1ccc(Cl)c(S(C)(=O)=O)c1, [F-], [K+], CC(=O)[O-], CC(=O)[O-], O, [Pd+2], Cc1ccccc1B(O)O. Yields the product COC(=O)c1ccc(-c2ccccc2C)c(S(C)(=O)=O)c1. RXN SMILES: [CH3:67][OH:68].[CH3:69][c:70]1[cH:71][cH:72][cH:73][cH:74][cH:75]1.[CH:26]1([P:27]([CH:28]2[CH2:29][CH2:30][CH2:31][CH2:32][CH2:33]2)[c:34]2[cH:35][cH:36][cH:37][cH:38][c:39]2-[c:40]2[c:41]([O:42][CH3:43])[cH:44][cH:45][cH:46][c:47]2[O:48][CH3:49])[CH2:50][CH2:51][CH2:52][CH2:53][CH2:54]1.[Cl:1][c:2]1[c:3]([S:12](=[O:13])(=[O:14])[CH3:15])[cH:4][c:5]([C:6](=[O:7])[O:8][CH3:9])[cH:10][cH:11]1.[F-:55].[K+:56].[O-:58][C:59]([CH3:60])=[O:61].[O-:62][C:63]([CH3:64])=[O:65].[OH2:66].[Pd+2:57].[c:16]1([CH3:25])[c:17]([B:22]([OH:23])[OH:24])[cH:18][cH:19][cH:20][cH:21]1>>[c:2]1(-[c:17]2[c:16]([CH3:25])[cH:21][cH:20][cH:19][cH:18]2)[c:3]([S:12](=[O:13])(=[O:14])[CH3:15])[cH:4][c:5]([C:6](=[O:7])[O:8][CH3:9])[cH:10][cH:11]1. The reactants are COC=1C=C(C(=O)NC(C)C2=CN=C(N=N2)NC2=CC=C(C=C2)OC)C=CC1 (3-(methyloxy)-N-[1-(3-{[4-(methyloxy)phenyl]amino}-1,2,4-triazin-6-yl)ethyl]benzamide), COC=1C=C(C(=O)NC(C)C2=CN=C(N=N2)NC2=CC=C(C=C2)OC)C=CC1 (3-(methyloxy)-N-[1-(3-{[4-(methyloxy)phenyl]amino}-1,2,4-triazin-6-yl)ethyl]benzamide), P(=O)(Cl)(Cl)Cl (phosphorus oxychloride). The solvent is ClCCCl (1,2-dichloroethane). Yields the product CC=1N=C(N2N=C(N=CC21)NC2=CC=C(C=C2)OC)C2=CC(=CC=C2)OC (5-methyl-7-[3-(methyloxy)phenyl]-N-[4-(methyloxy)phenyl]imidazo[5,1-f][1,2,4]triazin-2-amine). Yield: 30.2%. As a reaction SMILES: [CH3:1][O:2][C:3]1[CH:4]=[C:5]([CH:26]=[CH:27][CH:28]=1)[C:6]([NH:8][CH:9]([C:11]1[N:16]=[N:15][C:14]([NH:17][C:18]2[CH:23]=[CH:22][C:21]([O:24][CH3:25])=[CH:20][CH:19]=2)=[N:13][CH:12]=1)[CH3:10])=O.P(Cl)(Cl)(Cl)=O>ClCCCl>[CH3:10][C:9]1[N:8]=[C:6]([C:5]2[CH:26]=[CH:27][CH:28]=[C:3]([O:2][CH3:1])[CH:4]=2)[N:16]2[C:11]=1[CH:12]=[N:13][C:14]([NH:17][C:18]1[CH:23]=[CH:22][C:21]([O:24][CH3:25])=[CH:20][CH:19]=1)=[N:15]2. Reported procedure: Applying the Cyclization Procedure 1, 3-(methyloxy)-N-[1-(3-{[4-(methyloxy)phenyl]amino}-1,2,4-triazin-6-yl)ethyl]benzamide (Intermediate 52) (41 mg, 0.11 mmol), 1,2-dichloroethane (2.2 mL) and phosphorus oxychloride (0.081 mL, 0.87 mmol), to afford 5-methyl-7-[3-(methyloxy)phenyl]-N-[4-(methyloxy)phenyl]imidazo[5,1-f][1,2,4]triazin-2-amine (12 mg) as a yellow solid. MS m/z 362 (M+1). Reactants: C1=C(C=CC2=CC=CC=C12)C(C)Cl (1-(2-naphthyl)ethyl chloride), SC1=[N+](C=CC=C1)[O-] (2-mercapto pyridine N-oxide), [Na] (sodium). The product is C1=C(C=CC2=CC=CC=C12)C(C)SC1=[N+](C=CC=C1)[O-] (2-(1-[2-naphthyl]ethylthio)pyridine N-oxide). RXN SMILES: [CH:1]1[C:10]2[C:5](=[CH:6][CH:7]=[CH:8][CH:9]=2)[CH:4]=[CH:3][C:2]=1[CH:11](Cl)[CH3:12].[SH:14][C:15]1[CH:20]=[CH:19][CH:18]=[CH:17][N+:16]=1[O-:21].[Na]>>[CH:1]1[C:10]2[C:5](=[CH:6][CH:7]=[CH:8][CH:9]=2)[CH:4]=[CH:3][C:2]=1[CH:11]([S:14][C:15]1[CH:20]=[CH:19][CH:18]=[CH:17][N+:16]=1[O-:21])[CH3:12] |^1:21|. Procedure details: The intermediate 2-(1-[2-naphthyl]ethylthio)pyridine N-oxide is prepared from 1-(2-naphthyl)ethyl chloride and 2-mercapto pyridine N-oxide, sodium salt by the procedure described in Example 2. Melting point 112° - 115° C. Structure confirmed by IR and NMR.